describe an organic reaction: reactants, conditions, products, and yield From a dataset of the Open Reaction Database (ORD), a public repository of structured organic reaction records. Reactants: CO, CC(O)C1C(=O)NC1C(=O)OCc1ccccc1. Yields the product CC(O)C1C(=O)NC1C(=O)O. As a reaction SMILES: [CH3:19][OH:20].[OH:1][CH:2]([CH3:3])[CH:4]1[C:5](=[O:18])[NH:6][CH:7]1[C:8](=[O:9])[O:10][CH2:11][c:12]1[cH:13][cH:14][cH:15][cH:16][cH:17]1>>[OH:1][CH:2]([CH3:3])[CH:4]1[C:5](=[O:18])[NH:6][CH:7]1[C:8](=[O:9])[OH:10]. Reactants: CCN(C(C)C)C(C)C, NCCCC1OCC(c2cccc3cc(OCC4CC4)ccc23)CO1, ClCCl, ClCCCl, O=C(Cl)Oc1ccc([N+](=O)[O-])cc1, OCC(F)(F)F. The product is O=C(NCCCC1OCC(c2cccc3cc(OCC4CC4)ccc23)CO1)OCC(F)(F)F. Reaction SMILES: [CH:20]([N:21]([CH2:22][CH3:23])[CH:24]([CH3:25])[CH3:26])([CH3:27])[CH3:28].[CH:29]1([CH2:32][O:33][c:34]2[cH:35][c:36]3[cH:37][cH:38][cH:39][c:40]([CH:44]4[CH2:45][O:46][CH:47]([CH2:50][CH2:51][CH2:52][NH2:53])[O:48][CH2:49]4)[c:41]3[cH:42][cH:43]2)[CH2:30][CH2:31]1.[Cl:54][CH2:55][Cl:56].[Cl:57][CH2:58][CH2:59][Cl:60].[Cl:7][C:8](=[O:9])[O:10][c:11]1[cH:12][cH:13][c:14]([N+:15]([O-:16])=[O:17])[cH:18][cH:19]1.[OH:1][CH2:2][C:3]([F:4])([F:5])[F:6]>>[O:1]([CH2:2][C:3]([F:4])([F:5])[F:6])[C:8](=[O:9])[NH:53][CH2:52][CH2:51][CH2:50][CH:47]1[O:46][CH2:45][CH:44]([c:40]2[cH:39][cH:38][cH:37][c:36]3[cH:35][c:34]([O:33][CH2:32][CH:29]4[CH2:30][CH2:31]4)[cH:43][cH:42][c:41]32)[CH2:49][O:48]1. Starting materials: COCCCC(=O)CP(=O)(OC)OC, CC(=O)O, O=CC1CCC2(OCCO2)C1CCCCCCCO, [H-], [H][H], [Na+], C1CCOC1. Product: COCCCC(=O)C=CC1CCC2(OCCO2)C1CCCCCCCO. As a reaction SMILES: [CH3:1][O:2][CH2:3][CH2:4][CH2:5][C:6]([CH2:7][P:8](=[O:9])([O:10][CH3:11])[O:12][CH3:13])=[O:14].[CH3:43][C:44](=[O:45])[OH:46].[CH:19](=[O:20])[CH:21]1[CH:22]([CH2:30][CH2:31][CH2:32][CH2:33][CH2:34][CH2:35][CH2:36][OH:37])[C:23]2([O:24][CH2:25][CH2:26][O:27]2)[CH2:28][CH2:29]1.[H-:15].[H:17][H:18].[Na+:16].[O:38]1[CH2:39][CH2:40][CH2:41][CH2:42]1>>[CH3:1][O:2][CH2:3][CH2:4][CH2:5][C:6]([CH:7]=[CH:19][CH:21]1[CH:22]([CH2:30][CH2:31][CH2:32][CH2:33][CH2:34][CH2:35][CH2:36][OH:37])[C:23]2([O:24][CH2:25][CH2:26][O:27]2)[CH2:28][CH2:29]1)=[O:14]. The reactants are Cl.C1(CC1)COC1=C(C=CC(=C1)OC)C=1C2=C(N=CN1)C(=C(N2)C)C(=O)N[C@@H]2CNC[C@H]2O (4-[2-(cyclopropylmethoxy)-4-methoxyphenyl]-N-[(3R*,4R*)-4-hydroxypyrrolidin-3-yl]-6-methyl-5H-pyrrolo[3,2-d]pyrimidine-7-carboxamide hydrochloride), C(C)(=O)OCC(=O)Cl (2-chloro-2-oxoethyl acetate). The product is C1(CC1)COC1=C(C=CC(=C1)OC)C=1C2=C(N=CN1)C(=C(N2)C)C(=O)N[C@@H]2CN(C[C@H]2O)C(CO)=O (4-[2-(Cyclopropylmethoxy)-4-methoxyphenyl]-N-[(3R*,4R*)-1-glycoloyl-4-hydroxypyrrolidin-3-yl]-6-methyl-5H-pyrrolo[3,2-d]pyrimidine-7-carboxamide). RXN SMILES: Cl.[CH:2]1([CH2:5][O:6][C:7]2[CH:12]=[C:11]([O:13][CH3:14])[CH:10]=[CH:9][C:8]=2[C:15]2[C:16]3[NH:23][C:22]([CH3:24])=[C:21]([C:25]([NH:27][C@H:28]4[C@H:32]([OH:33])[CH2:31][NH:30][CH2:29]4)=[O:26])[C:17]=3[N:18]=[CH:19][N:20]=2)[CH2:4][CH2:3]1.C([O:37][CH2:38][C:39](Cl)=[O:40])(=O)C>>[CH:2]1([CH2:5][O:6][C:7]2[CH:12]=[C:11]([O:13][CH3:14])[CH:10]=[CH:9][C:8]=2[C:15]2[C:16]3[NH:23][C:22]([CH3:24])=[C:21]([C:25]([NH:27][C@H:28]4[C@H:32]([OH:33])[CH2:31][N:30]([C:38](=[O:37])[CH2:39][OH:40])[CH2:29]4)=[O:26])[C:17]=3[N:18]=[CH:19][N:20]=2)[CH2:4][CH2:3]1 |f:0.1|. Procedure: Starting from 4-[2-(cyclopropylmethoxy)-4-methoxyphenyl]-N-[(3R*,4R*)-4-hydroxypyrrolidin-3-yl]-6-methyl-5H-pyrrolo[3,2-d]pyrimidine-7-carboxamide hydrochloride (example D.f22) and commercially available 2-chloro-2-oxoethyl acetate the title compound is obtained as colorless solid. Product: CC(C)(C)OC(=O)N1Cc2cc3c(cc2CC1C(=O)O)NCC(c1ccc(OCc2ccc(Cl)c(Cl)c2)cc1)O3. As a reaction SMILES: [CH2:45]1[O:46][CH2:47][CH2:48][CH2:49]1.[CH3:1][O:2][C:3](=[O:4])[CH:5]1[N:6]([C:35](=[O:36])[O:37][C:38]([CH3:39])([CH3:40])[CH3:41])[CH2:7][c:8]2[cH:9][c:10]3[c:15]([cH:16][c:17]2[CH2:18]1)[NH:14][CH2:13][CH:12]([c:19]1[cH:20][cH:21][c:22]([O:25][CH2:26][c:27]2[cH:28][c:29]([Cl:34])[c:30]([Cl:33])[cH:31][cH:32]2)[cH:23][cH:24]1)[O:11]3.[CH3:50][OH:51].[ClH:44].[Li+:42].[OH-:43]>>[O:2]=[C:3]([OH:4])[CH:5]1[N:6]([C:35](=[O:36])[O:37][C:38]([CH3:39])([CH3:40])[CH3:41])[CH2:7][c:8]2[cH:9][c:10]3[c:15]([cH:16][c:17]2[CH2:18]1)[NH:14][CH2:13][CH:12]([c:19]1[cH:20][cH:21][c:22]([O:25][CH2:26][c:27]2[cH:28][c:29]([Cl:34])[c:30]([Cl:33])[cH:31][cH:32]2)[cH:23][cH:24]1)[O:11]3. Reactants: C1CCOC1, COC(=O)C1Cc2cc3c(cc2CN1C(=O)OC(C)(C)C)OC(c1ccc(OCc2ccc(Cl)c(Cl)c2)cc1)CN3, CO, Cl, [Li+], [OH-].